This data is from the Open Reaction Database (ORD), a public repository of structured organic reaction records. The task is: describe an organic reaction: reactants, conditions, products, and yield The reactants are CCO, Cl, [Na+], [OH-], COC(=O)CCCC(C)N1CCN(c2ccc3ccccc3n2)CC1. The product is CC(CCCC(=O)O)N1CCN(c2ccc3ccccc3n2)CC1. As a reaction SMILES: [CH3:29][CH2:30][OH:31].[ClH:28].[Na+:2].[OH-:1].[n:3]1[c:4]([N:13]2[CH2:14][CH2:15][N:16]([CH:19]([CH2:20][CH2:21][CH2:22][C:23](=[O:24])[O:25][CH3:26])[CH3:27])[CH2:17][CH2:18]2)[cH:5][cH:6][c:7]2[cH:8][cH:9][cH:10][cH:11][c:12]12>>[n:3]1[c:4]([N:13]2[CH2:14][CH2:15][N:16]([CH:19]([CH2:20][CH2:21][CH2:22][C:23](=[O:24])[OH:25])[CH3:27])[CH2:17][CH2:18]2)[cH:5][cH:6][c:7]2[cH:8][cH:9][cH:10][cH:11][c:12]12.